From a dataset of the Open Reaction Database (ORD), a public repository of structured organic reaction records. describe an organic reaction: reactants, conditions, products, and yield Yield: 67.9%. Reaction SMILES: [CH3:1][O:2][C:3]([CH:5](P(OC)(OC)=O)[NH:6][C:7]([O:9][CH2:10][C:11]1[CH:16]=[CH:15][CH:14]=[CH:13][CH:12]=1)=[O:8])=[O:4].[Br:23][C:24]1[CH:25]=[C:26]([CH:29]=O)[S:27][CH:28]=1.C1CCN2C(=NCCC2)CC1>ClCCl>[CH2:10]([O:9][C:7]([NH:6]/[C:5](=[CH:29]\[C:26]1[S:27][CH:28]=[C:24]([Br:23])[CH:25]=1)/[C:3]([O:2][CH3:1])=[O:4])=[O:8])[C:11]1[CH:12]=[CH:13][CH:14]=[CH:15][CH:16]=1. Procedure details: The title compound was prepared according to the method of Example 94a, employing N-(benzyloxycarbonyl)-α-phosphonoglycine trimethyl ester (10.0 g, 30.2 mmol), 4-bromothiophene-2-carbaldehyde (7.52 g, 39.4 mmol), and DBU (5.34 g, 35.1 mmol) in dry dichloromethane (200 mL). Recrystallization from 4:1 (v/v) hexane/ethyl acetate afforded the title compound (8.13 g, 20.5 mmol, 68%) as a white solid. 1H NMR (300 MHz, d6-DMSO) δ3.71 (s, 3H), 5.12 (bs, 2H), 7.10-7.51 (bm, 5H), 7.59 (s, 1H), 7.71 (s, 1H... The reactants are COC(=O)C(NC(=O)OCC1=CC=CC=C1)P(=O)(OC)OC (N-(benzyloxycarbonyl)-α-phosphonoglycine trimethyl ester), BrC=1C=C(SC1)C=O (4-bromothiophene-2-carbaldehyde), C1CCC2=NCCCN2CC1 (DBU). Yields the product C(C1=CC=CC=C1)OC(=O)N\C(\C(=O)OC)=C/C=1SC=C(C1)Br (Methyl (2Z)-2-{[(benzyloxy)carbonyl]amino}-3-(4-bromo-2-thienyl)acrylate). Run in ClCCl (dichloromethane).